This data is from the Open Reaction Database (ORD), a public repository of structured organic reaction records. The task is: describe an organic reaction: reactants, conditions, products, and yield Starting materials: CC(C)(C)O, CCO, [K+], [OH-], N#CCc1cc(-c2cccnc2)n2c1CSC2. RXN SMILES: [C:23]([OH:24])([CH3:25])([CH3:26])[CH3:27].[CH3:20][CH2:21][OH:22].[K+:19].[OH-:18].[n:1]1[cH:2][c:3](-[c:7]2[cH:8][c:9]([CH2:15][C:16]#[N:17])[c:10]3[n:11]2[CH2:12][S:13][CH2:14]3)[cH:4][cH:5][cH:6]1>>[n:1]1[cH:2][c:3](-[c:7]2[cH:8][c:9]([CH2:15][C:16]([NH2:17])=[O:22])[c:10]3[n:11]2[CH2:12][S:13][CH2:14]3)[cH:4][cH:5][cH:6]1. Product: NC(=O)Cc1cc(-c2cccnc2)n2c1CSC2. The reactants are C1CCOC1, CCN(CC)C(=O)OCC1CN(C(=O)c2cc(OC)c(OC)c(OC)c2)CCN1, COc1ccc(P2(=S)SP(=S)(c3ccc(OC)cc3)S2)cc1. The product is CCN(CC)C(=O)OCC1CN(C(=S)c2cc(OC)c(OC)c(OC)c2)CCN1. Reaction SMILES: [CH2:52]1[O:53][CH2:54][CH2:55][CH2:56]1.[CH3:1][O:2][c:3]1[cH:4][c:5]([C:6](=[O:7])[N:8]2[CH2:9][CH:10]([CH2:14][O:15][C:16](=[O:17])[N:18]([CH2:19][CH3:20])[CH2:21][CH3:22])[NH:11][CH2:12][CH2:13]2)[cH:23][c:24]([O:28][CH3:29])[c:25]1[O:26][CH3:27].[CH3:30][O:31][c:32]1[cH:33][cH:34][c:35]([P:36]2(=[S:39])[S:37][P:38]([c:40]3[cH:41][cH:42][c:43]([O:44][CH3:45])[cH:46][cH:47]3)(=[S:48])[S:49]2)[cH:50][cH:51]1>>[CH3:1][O:2][c:3]1[cH:4][c:5]([C:6]([N:8]2[CH2:9][CH:10]([CH2:14][O:15][C:16](=[O:17])[N:18]([CH2:19][CH3:20])[CH2:21][CH3:22])[NH:11][CH2:12][CH2:13]2)=[S:39])[cH:23][c:24]([O:28][CH3:29])[c:25]1[O:26][CH3:27]. Starting materials: ClC1=CC=C2CC(NC2=C1)=O (6-chloro-1,3-dihydro-indol-2-one), ClC=1C(=CC(=C(C=O)C1)OC)F (5-chloro-4-fluoro-2-methoxy-benzaldehyde), N1CCCC1 (pyrrolidine). Solvent: CO (methanol). Reaction conditions: temperature 70 celsius. Yields the product ClC1=CC=C2/C(/C(NC2=C1)=O)=C/C1=C(C=C(C(=C1)Cl)F)OC (Z-6-chloro-3-(5-chloro-4-fluoro-2-methoxy-benzylidene)-1,3-dihydro-indol-2-one). RXN SMILES: [Cl:1][C:2]1[CH:10]=[C:9]2[C:5]([CH2:6][C:7](=[O:11])[NH:8]2)=[CH:4][CH:3]=1.[Cl:12][C:13]1[C:14]([F:23])=[CH:15][C:16]([O:21][CH3:22])=[C:17]([CH:20]=1)[CH:18]=O.N1CCCC1>CO>[Cl:1][C:2]1[CH:10]=[C:9]2[C:5](/[C:6](=[CH:18]/[C:17]3[CH:20]=[C:13]([Cl:12])[C:14]([F:23])=[CH:15][C:16]=3[O:21][CH3:22])/[C:7](=[O:11])[NH:8]2)=[CH:4][CH:3]=1. Procedure: To the mixture of 6-chloro-1,3-dihydro-indol-2-one (3.4 g, 20.3 mmol) and 5-chloro-4-fluoro-2-methoxy-benzaldehyde (3.2 g, 17 mmol) in methanol (50 mL) was added pyrrolidine (1.2 g, 17 mmol) dropwise. Then the mixture was heated at 70° C. for 1 h. After cooled to room temperature, the mixture was filtered to give the crude product which was used for the next step reaction without further purification. Reactants: O=C1c2ccccc2C(=O)N1CCCBr, O=C([O-])[O-], CCCCOc1nc(N)c2nc(OC)[nH]c2n1, [K+], [K+], CN(C)C=O. Yields the product CCCCOc1nc(N)c2nc(OC)n(CCCN3C(=O)c4ccccc4C3=O)c2n1. As a reaction SMILES: [Br:24][CH2:25][CH2:26][CH2:27][N:28]1[C:29](=[O:38])[c:30]2[cH:31][cH:32][cH:33][cH:34][c:35]2[C:36]1=[O:37].[C:18](=[O:19])([O-:20])[O-:21].[CH2:1]([CH2:2][CH2:3][CH3:4])[O:5][c:6]1[n:7][c:8]([NH2:17])[c:9]2[n:10][c:11]([O:15][CH3:16])[nH:12][c:13]2[n:14]1.[K+:22].[K+:23].[O:39]=[CH:40][N:41]([CH3:42])[CH3:43]>>[CH2:1]([CH2:2][CH2:3][CH3:4])[O:5][c:6]1[n:7][c:8]([NH2:17])[c:9]2[n:10][c:11]([O:15][CH3:16])[n:12]([CH2:25][CH2:26][CH2:27][N:28]3[C:29](=[O:38])[c:30]4[cH:31][cH:32][cH:33][cH:34][c:35]4[C:36]3=[O:37])[c:13]2[n:14]1. Starting materials: Oc1ccc(Oc2ncc(Cl)cc2Cl)cc1, [I-], C[n+]1ccn(C(=O)N2CCCc3ccccc32)c1. The product is O=C(Oc1ccc(Oc2ncc(Cl)cc2Cl)cc1)N1CCCc2ccccc21. Reaction SMILES: [Cl:1][c:2]1[c:3]([O:9][c:10]2[cH:11][cH:12][c:13]([OH:16])[cH:14][cH:15]2)[n:4][cH:5][c:6]([Cl:8])[cH:7]1.[I-:17].[N:18]1([C:28](=[O:29])[n:30]2[cH:31][cH:32][n+:33]([CH3:34])[cH:35]2)[CH2:19][CH2:20][CH2:21][c:22]2[cH:23][cH:24][cH:25][cH:26][c:27]21>>[Cl:1][c:2]1[c:3]([O:9][c:10]2[cH:11][cH:12][c:13]([O:16][C:28]([N:18]3[CH2:19][CH2:20][CH2:21][c:22]4[cH:23][cH:24][cH:25][cH:26][c:27]43)=[O:29])[cH:14][cH:15]2)[n:4][cH:5][c:6]([Cl:8])[cH:7]1. Reactants: C(C)(C)(C)OC(N(C1=CC=NC=C1)CCOC1=CC(=CC(=C1)Cl)C(N(C1CCCC1)CCC)=O)=O ({2-[3-(propyl-cyclopentyl-carbamoyl)-5-chloro-phenoxy]-ethyl}-pyridin-4-yl-carbamic acid tert-butyl ester), FC(C(=O)O)(F)F (trifluoroacetic acid). Solvent: ClCCl (dichloromethane). Conditions: time 1 hour. Product: FC(C(=O)O)(F)F.ClC=1C=C(C(=O)N(CCC)C2CCCCC2)C=C(C1)OCCNC1=CC=NC=C1 (3-Chloro-N-cyclohexyl-N-propyl-5-[2-(pyridin-4-ylamino)-ethoxy]-benzamide trifluoroacetate salt). RXN SMILES: C(OC(=O)[N:7]([CH2:14][CH2:15][O:16][C:17]1[CH:22]=[C:21]([Cl:23])[CH:20]=[C:19]([C:24](=[O:34])[N:25]([CH2:31][CH2:32][CH3:33])[CH:26]2[CH2:30][CH2:29][CH2:28]C2)[CH:18]=1)[C:8]1[CH:13]=[CH:12][N:11]=[CH:10][CH:9]=1)(C)(C)C.[F:36][C:37]([F:42])([F:41])[C:38]([OH:40])=[O:39]>ClCCl>[F:36][C:37]([F:42])([F:41])[C:38]([OH:40])=[O:39].[Cl:23][C:21]1[CH:20]=[C:19]([CH:18]=[C:17]([O:16][CH2:15][CH2:14][NH:7][C:8]2[CH:9]=[CH:10][N:11]=[CH:12][CH:13]=2)[CH:22]=1)[C:24]([N:25]([CH:26]1[CH2:38][CH2:37][CH2:28][CH2:29][CH2:30]1)[CH2:31][CH2:32][CH3:33])=[O:34] |f:3.4|. Procedure: A solution of {2-[3-(propyl-cyclopentyl-carbamoyl)-5-chloro-phenoxy]-ethyl}-pyridin-4-yl-carbamic acid tert-butyl ester (0.07 g) in a mixture of dichloromethane (2 ml) and trifluoroacetic acid (2 ml) was stored at room temperature for 1 h and then concentrated under reduced pressure. The residue was subjected to preparative hplc and the title compound (0.036 g) was obtained as a colourless gum by concentration of the required fraction under reduced pressure and drying by repetitive addition of a... Reactants: C(C)OC(CCCNC(=O)C12CC3CC(CC(C1)C3)C2)OCC (N-(4,4-diethoxybutyl)adamantylcarboxamide), C(C)(=O)O (acetic acid), Cl (hydrochloric acid). The solvent is C(C)O (ethanol). Conditions: time 16 hour. The product is O=CCCCNC(=O)C12CC3CC(CC(C1)C3)C2 (N-(4-oxobutyl-)adamantylcarboxamide). As a reaction SMILES: C([O:3][CH:4](OCC)[CH2:5][CH2:6][CH2:7][NH:8][C:9]([C:11]12[CH2:20][CH:15]3[CH2:16][CH:17]([CH2:19][CH:13]([CH2:14]3)[CH2:12]1)[CH2:18]2)=[O:10])C.C(O)(=O)C.Cl>C(O)C>[O:3]=[CH:4][CH2:5][CH2:6][CH2:7][NH:8][C:9]([C:11]12[CH2:18][CH:17]3[CH2:19][CH:13]([CH2:14][CH:15]([CH2:16]3)[CH2:20]1)[CH2:12]2)=[O:10]. Reported procedure: 1.94 g (6 mmol) N-(4,4-diethoxybutyl)adamantylcarboxamide, 7.5 mL of acetic acid, 3.75 mL of 1N aqueous hydrochloric acid and 30 mL ethanol are put together and stirred for 16 hours under argon atmosphere. Ethanol is evaporated. Then the resulting residue is dispersed in dichloromethane and extracted with saturated sodium bicarbonate solution. The organic phase is dried with sodium sulfate and the solvent evaporated in vacuum. The reactants are C(C1=CC=CC=C1)OCN1C(=C(C(=C1Br)CC1=C(C=CC=C1)F)C(=O)OCC)C=O (ethyl 1-benzyloxymethyl-5-bromo-4-(2-fluorobenzyl)-2-formyl-1H-pyrrol-3-carboxylate), P(=O)([O-])([O-])[O-].[K+].[K+].[K+] (potassium phosphate), C1(=CC=CC=C1)C (toluene), C1(CC1)OC=1C=C(C=CC1OC(F)F)B1OC(C(O1)(C)C)(C)C (2-(3-cyclopropoxy-4-difluoromethoxyphenyl)-4,4,5,5-tetramethyl-[1,3,2]dioxaborolane). The reagents and catalysts are C(C)(=O)[O-].[Pd+2].C(C)(=O)[O-] (palladium acetate), C(CCC)P(C12CC3CC(CC(C1)C3)C2)C23CC1CC(CC(C2)C1)C3 (butyl-di-1-adamantylphosphine). Run in O (water), O (water). Conditions: temperature 100 celsius, time 2 hour. The product is C(C1=CC=CC=C1)OCN1C(=C(C(=C1C1=CC(=C(C=C1)OC(F)F)OC1CC1)CC1=C(C=CC=C1)F)C(=O)OCC)C=O (Ethyl 1-benzyloxymethyl-5-(3-cyclopropoxy-4-difluoromethoxyphenyl)-4-(2-fluorobenzyl)-2-formyl-1H-pyrrol-3-carboxylate). Isolated yield 99.1%. Reaction SMILES: [CH2:1]([O:8][CH2:9][N:10]1[C:14](Br)=[C:13]([CH2:16][C:17]2[CH:22]=[CH:21][CH:20]=[CH:19][C:18]=2[F:23])[C:12]([C:24]([O:26][CH2:27][CH3:28])=[O:25])=[C:11]1[CH:29]=[O:30])[C:2]1[CH:7]=[CH:6][CH:5]=[CH:4][CH:3]=1.[CH:31]1([O:34][C:35]2[CH:36]=[C:37](B3OC(C)(C)C(C)(C)O3)[CH:38]=[CH:39][C:40]=2[O:41][CH:42]([F:44])[F:43])[CH2:33][CH2:32]1.P([O-])([O-])([O-])=O.[K+].[K+].[K+].C1(C)C=CC=CC=1>C([O-])(=O)C.[Pd+2].C([O-])(=O)C.C(P(C12CC3CC(CC(C3)C1)C2)C12CC3CC(CC(C3)C1)C2)CCC.O>[CH2:1]([O:8][CH2:9][N:10]1[C:14]([C:37]2[CH:38]=[CH:39][C:40]([O:41][CH:42]([F:44])[F:43])=[C:35]([O:34][CH:31]3[CH2:32][CH2:33]3)[CH:36]=2)=[C:13]([CH2:16][C:17]2[CH:22]=[CH:21][CH:20]=[CH:19][C:18]=2[F:23])[C:12]([C:24]([O:26][CH2:27][CH3:28])=[O:25])=[C:11]1[CH:29]=[O:30])[C:2]1[CH:7]=[CH:6][CH:5]=[CH:4][CH:3]=1 |f:2.3.4.5,7.8.9|. Procedure: To 4.04 g (8.52 mmol) of ethyl 1-benzyloxymethyl-5-bromo-4-(2-fluorobenzyl)-2-formyl-1H-pyrrol-3-carboxylate obtained in Reference example 36-(e) were added 3.62 g (11.1 mmol) of 2-(3-cyclopropoxy-4-difluoromethoxyphenyl)-4,4,5,5-tetramethyl-[1,3,2]dioxaborolane obtained in Reference example 1-(a), 7.23 g (34.0 mmol) of potassium phosphate, 60 ml of toluene and 3.6 ml of water, the mixture was degassed under reduced pressure and replaced with argon. Further, 40 mg (0.178 mmol) of palladium aceta... Reactants: O=[N+]([O-])c1cccc2[nH]ccc12, CCOC(=O)C(=O)N1CCCCC1. Product: CCOC(=O)C(=O)c1c[nH]c2cccc([N+](=O)[O-])c12. RXN SMILES: [N+:1](=[O:2])([O-:3])[c:4]1[c:5]2[cH:6][cH:7][nH:8][c:9]2[cH:10][cH:11][cH:12]1.[N:13]1([C:19]([C:20](=[O:21])[O:22][CH2:23][CH3:24])=[O:25])[CH2:14][CH2:15][CH2:16][CH2:17][CH2:18]1>>[N+:1](=[O:2])([O-:3])[c:4]1[c:5]2[c:6]([C:19]([C:20](=[O:21])[O:22][CH2:23][CH3:24])=[O:25])[cH:7][nH:8][c:9]2[cH:10][cH:11][cH:12]1. The reactants are benzotriazol-1-yl-N-tetramethyl-uronium tetrafluoroborate, ON1N=NC2=C1C=CC=C2 (1-hydroxybenzotriazole), BrC=1C=C(C=CC1)NC1=NC=NC2=CC=C(C=C12)NC(=O)C=CC(=O)O (4-[(3-bromophenyl)amino]-6-{[(2-carboxyvinyl)carbonyl]amino}-quinazoline), CCN(C(C)C)C(C)C (Hünig's base), C(C)OC(=O)CN(C)CCCN (3-{N-[(ethoxycarbonyl)methyl]-N-methylamino}propylamine). Reported procedure: 106 mg of benzotriazol-1-yl-N-tetramethyl-uronium-tetrafluoroborate and 68 mg of 1-hydroxybenzotriazole are added to a solution of 200 mg of 4-[(3-bromophenyl)amino]-6-{[(2-carboxyvinyl)carbonyl]amino}-quinazoline in 2.5 ml of dimethyl-formamide. The solution is stirred for 20 minutes at ambient temperature, then 0.5 ml of Hünig's base and 148 mg of 3-{N-[(ethoxycarbonyl)methyl]-N-methylamino}propylamine, dissolved in 0.5 ml of dimethylformamide, are added. The reaction mixture is stirred for a ... Conditions: time 20 minute. Solvent: O (water), CN(C=O)C (dimethyl-formamide), CN(C=O)C (dimethylformamide). RXN SMILES: ON1C2C=CC=CC=2N=N1.[Br:11][C:12]1[CH:13]=[C:14]([NH:18][C:19]2[C:28]3[C:23](=[CH:24][CH:25]=[C:26]([NH:29][C:30]([CH:32]=[CH:33][C:34](O)=[O:35])=[O:31])[CH:27]=3)[N:22]=[CH:21][N:20]=2)[CH:15]=[CH:16][CH:17]=1.CCN(C(C)C)C(C)C.[CH2:46]([O:48][C:49]([CH2:51][N:52]([CH2:54][CH2:55][CH2:56][NH2:57])[CH3:53])=[O:50])[CH3:47]>CN(C)C=O.O>[Br:11][C:12]1[CH:13]=[C:14]([NH:18][C:19]2[C:28]3[C:23](=[CH:24][CH:25]=[C:26]([NH:29][C:30](=[O:31])[CH:32]=[CH:33][C:34]([NH:57][CH2:56][CH2:55][CH2:54][N:52]([CH2:51][C:49]([O:48][CH2:46][CH3:47])=[O:50])[CH3:53])=[O:35])[CH:27]=3)[N:22]=[CH:21][N:20]=2)[CH:15]=[CH:16][CH:17]=1. Yields the product BrC=1C=C(C=CC1)NC1=NC=NC2=CC=C(C=C12)NC(C=CC(=O)NCCCN(C)CC(=O)OCC)=O (4-[(3-Bromophenyl)amino]-6-{[4-(3-{N-[(ethoxycarbonyl)methyl]-N-methylamino)propylamino)-1,4-dioxo-2-buten-1-yl]amino}-quinazoline).